Dataset: the Open Reaction Database (ORD), a public repository of structured organic reaction records. Task: describe an organic reaction: reactants, conditions, products, and yield The reactants are C1(C=2C(C(N1C(C(=O)O)CC1=CC=CC=C1)=O)=CC=CC2)=O (2-phthalimido-3-phenylpropionic acid), [OH-].[NH4+] (ammonium hydroxide), 4-N,N-dimethylaminopyridine, O1CCCC1 (tetrahydrofuran). Run in O (water). Reaction conditions: time 45 minute. The product is C1(C=2C(C(N1C(C(=O)N)CC1=CC=CC=C1)=O)=CC=CC2)=O (2-phthalimido-3-phenylpropionamide). Isolated yield 84.0%. Reaction SMILES: [C:1]1(=[O:22])[N:5]([CH:6]([CH2:10][C:11]2[CH:16]=[CH:15][CH:14]=[CH:13][CH:12]=2)[C:7](O)=[O:8])[C:4](=[O:17])[C:3]2=[CH:18][CH:19]=[CH:20][CH:21]=[C:2]12.O1CCCC1.[OH-].[NH4+:29]>O>[C:1]1(=[O:22])[N:5]([CH:6]([CH2:10][C:11]2[CH:16]=[CH:15][CH:14]=[CH:13][CH:12]=2)[C:7]([NH2:29])=[O:8])[C:4](=[O:17])[C:3]2=[CH:18][CH:19]=[CH:20][CH:21]=[C:2]12 |f:2.3|. Reported procedure: To a stirred solution of 2-phthalimido-3-phenylpropionic acid (2.95 g, 10.0 mmol) in tetrahydrofuiran (25 mL) are added carbonyldiimridazole (1.62 g, 10.0 mmol) and a few crystals of 4-N,N-dimethylaminopyridine, followed by 15 mL of tetrahydrofuran. The reaction mixture is stirred at room temperature for 45 minutes and 1 mL of concentrated ammonium hydroxide then is added. After 10 minutes, the reaction mixture is diluted with 50 mL water and the resulting slurry is partially concentrated to rem...